From a dataset of the Open Reaction Database (ORD), a public repository of structured organic reaction records. describe an organic reaction: reactants, conditions, products, and yield Reactants: COC(=O)C=1C=C2C(CC(NC2=C(C1)C)C1=CC(=CC=C1)Br)(C)C (2-(3-bromo-phenyl)-4,4,8-trimethyl-1,2,3,4-tetrahydro-quinoline-6-carboxylic acid methyl ester), N1CCOCC1 (morpholine), Cl.CN(CC(=O)O)C (N,N-dimethylglycine hydrochloride), C([O-])([O-])=O.[K+].[K+] (potassium carbonate). Reagents/catalysts: [Cu]I (copper(I) iodide). Solvent: CS(=O)C (dimethyl sulfoxide). The product is COC(=O)C=1C=C2C(CC(NC2=C(C1)C)C1=CC(=CC=C1)N1CCOCC1)(C)C (4,4,8-trimethyl-2-(3-morpholin-4-yl-phenyl)-1,2,3,4-tetrahydro-quinoline-6-carboxylic acid methyl ester). The yield is 98.6%. RXN SMILES: [CH3:1][O:2][C:3]([C:5]1[CH:6]=[C:7]2[C:12](=[C:13]([CH3:15])[CH:14]=1)[NH:11][CH:10]([C:16]1[CH:21]=[CH:20][CH:19]=[C:18](Br)[CH:17]=1)[CH2:9][C:8]2([CH3:24])[CH3:23])=[O:4].[NH:25]1[CH2:30][CH2:29][O:28][CH2:27][CH2:26]1.Cl.CN(C)CC(O)=O.C(=O)([O-])[O-].[K+].[K+]>CS(C)=O.[Cu]I>[CH3:1][O:2][C:3]([C:5]1[CH:6]=[C:7]2[C:12](=[C:13]([CH3:15])[CH:14]=1)[NH:11][CH:10]([C:16]1[CH:21]=[CH:20][CH:19]=[C:18]([N:25]3[CH2:30][CH2:29][O:28][CH2:27][CH2:26]3)[CH:17]=1)[CH2:9][C:8]2([CH3:24])[CH3:23])=[O:4] |f:2.3,4.5.6|. Procedure details: A mixture solution of 2-(3-bromo-phenyl)-4,4,8-trimethyl-1,2,3,4-tetrahydro-quinoline-6-carboxylic acid methyl ester (1.4 g, 3.6 mmol), morpholine (4.3 mL, 50 mmol), copper(I) iodide (274 mg, 1.44 mmol), N,N-dimethylglycine hydrochloride (0.3 g, 2.16 mmol), and potassium carbonate (1.49 g, 10.8 mmol) in dimethyl sulfoxide (10 mL) was stirred at 120° C. for 16 h. Then the reaction mixture was cooled to room temperature. The reaction mixture was extracted with ethyl acetate (150 mL×2), washed with... Reactants: CC=1N=C2N(C=C(C=C2NCC2=C(C=CC=C2C)CC)C(=O)O)C1C (2,3-Dimethyl-8-(2-ethyl-6-methylbenzylamino)-imidazo[1,2-a]pyridine-6-carboxylic acid), [B-](F)(F)(F)F.CN(C)C(=[N+](C)C)ON1C2=CC=CC=C2N=N1 (o-Benzotriazol-1-yl-N,N,N′,N′-Tetramethyluronium tetrafluoroborate), CN (Methylamine). The solvent is C(Cl)Cl (methylene chloride). Run at time 15 minute. Product: C(C)C1=C(CNC=2C=3N(C=C(C2)C(=O)NC)C(=C(N3)C)C)C(=CC=C1)C (8-(2-ethyl-6-methylbenzylamino)-N, 2,3-trimethylimidazo[1,2-a]pyridine-6-carboxamide). The yield is 25.9%. RXN SMILES: [CH3:1][C:2]1[N:3]=[C:4]2[C:9]([NH:10][CH2:11][C:12]3[C:17]([CH3:18])=[CH:16][CH:15]=[CH:14][C:13]=3[CH2:19][CH3:20])=[CH:8][C:7]([C:21]([OH:23])=O)=[CH:6][N:5]2[C:24]=1[CH3:25].[B-](F)(F)(F)F.[CH3:31][N:32](C(ON1N=NC2C1=CC=CC=2)=[N+](C)C)C.CN>C(Cl)Cl>[CH2:19]([C:13]1[CH:14]=[CH:15][CH:16]=[C:17]([CH3:18])[C:12]=1[CH2:11][NH:10][C:9]1[C:4]2[N:5]([C:24]([CH3:25])=[C:2]([CH3:1])[N:3]=2)[CH:6]=[C:7]([C:21]([NH:32][CH3:31])=[O:23])[CH:8]=1)[CH3:20] |f:1.2|. Procedure details: 2,3-Dimethyl-8-(2-ethyl-6-methylbenzylamino)-imidazo[1,2-a]pyridine-6-carboxylic acid (0.15 g, 0.44 mmol) and o-Benzotriazol-1-yl-N,N,N′,N′-Tetramethyluronium tetrafluoroborate (TBTU) (0.14 g, 0.44 mmol) were added to methylene chloride (10 ml) and the reaction mixture was stirred at room temperature for 15 min. Methylamine (0.1 g, 3.2 mmol) was added and the reaction mixture was stirred at ambient temperature for 1.5 h. The solvent was evaporated under reduced pressure and the residue was purif... The reactants are N#Cc1ccc2oc(C(=O)O)cc2c1, CNc1ccc(OCC(=O)OC(C)(C)C)cc1. The product is CN(C(=O)c1cc2cc(C#N)ccc2o1)c1ccc(OCC(=O)OC(C)(C)C)cc1. Reaction SMILES: [C:1](#[N:2])[c:3]1[cH:4][cH:5][c:6]2[c:7]([cH:8][c:9]([C:11](=[O:12])[OH:13])[o:10]2)[cH:14]1.[CH3:15][NH:16][c:17]1[cH:18][cH:19][c:20]([O:21][CH2:22][C:23](=[O:24])[O:25][C:26]([CH3:27])([CH3:28])[CH3:29])[cH:30][cH:31]1>>[C:1](#[N:2])[c:3]1[cH:4][cH:5][c:6]2[c:7]([cH:8][c:9]([C:11](=[O:13])[N:16]([CH3:15])[c:17]3[cH:18][cH:19][c:20]([O:21][CH2:22][C:23](=[O:24])[O:25][C:26]([CH3:27])([CH3:28])[CH3:29])[cH:30][cH:31]3)[o:10]2)[cH:14]1. Starting materials: COc1ccc(Nc2ncc(C(C)NC(=O)C3CCOCC3)nn2)cc1, COc1ccc(Nc2ncc(C(C)N)nn2)cc1, CC(C(=O)O)c1ccccc1. The product is COc1ccc(Nc2ncc(C(C)NC(=O)C(C)c3ccccc3)nn2)cc1. RXN SMILES: [CH3:1][O:2][c:3]1[cH:4][cH:5][c:6]([NH:7][c:8]2[n:9][n:10][c:11]([CH:12]([NH:13][C:14]([CH:15]3[CH2:16][CH2:17][O:18][CH2:19][CH2:20]3)=[O:21])[CH3:22])[cH:23][n:24]2)[cH:25][cH:26]1.[NH2:27][CH:28]([CH3:29])[c:30]1[cH:31][n:32][c:33]([NH:36][c:37]2[cH:38][cH:39][c:40]([O:43][CH3:44])[cH:41][cH:42]2)[n:34][n:35]1.[c:45]1([CH:51]([C:52](=[O:53])[OH:54])[CH3:55])[cH:46][cH:47][cH:48][cH:49][cH:50]1>>[NH:27]([CH:28]([CH3:29])[c:30]1[cH:31][n:32][c:33]([NH:36][c:37]2[cH:38][cH:39][c:40]([O:43][CH3:44])[cH:41][cH:42]2)[n:34][n:35]1)[C:52]([CH:51]([c:45]1[cH:46][cH:47][cH:48][cH:49][cH:50]1)[CH3:55])=[O:53]. The reactants are COCCOc1cc2ncnc(Cl)c2cc1OC, [H-], Nc1cccc(S)c1, [Na+], C1CCOC1. Yields the product COCCOc1cc2ncnc(Sc3cccc(N)c3)c2cc1OC. Reaction SMILES: [Cl:11][c:12]1[n:13][cH:14][n:15][c:16]2[cH:17][c:18]([O:24][CH2:25][CH2:26][O:27][CH3:28])[c:19]([O:22][CH3:23])[cH:20][c:21]12.[H-:1].[NH2:3][c:4]1[cH:5][c:6]([SH:10])[cH:7][cH:8][cH:9]1.[Na+:2].[O:29]1[CH2:30][CH2:31][CH2:32][CH2:33]1>>[NH2:3][c:4]1[cH:5][c:6]([S:10][c:12]2[n:13][cH:14][n:15][c:16]3[cH:17][c:18]([O:24][CH2:25][CH2:26][O:27][CH3:28])[c:19]([O:22][CH3:23])[cH:20][c:21]23)[cH:7][cH:8][cH:9]1.